This data is from the Open Reaction Database (ORD), a public repository of structured organic reaction records. The task is: describe an organic reaction: reactants, conditions, products, and yield The reactants are ClCC(C(=O)C1=CC(=C(C=C1)OC)OC)(C)C (3-chloro-1-(3,4-dimethoxy-phenyl)-2,2-dimethyl-propan-1-one), O.NN (hydrazine monohydrate). The solvent is CCO (EtOH). Conditions: temperature 80 celsius. The product is COC=1C=C(C=CC1OC)C1=NNCC1(C)C (3-(3,4-Dimethoxy-phenyl)-4,4-dimethyl-4,5-dihydro-1H-pyrazole). Isolated yield 100.0%. RXN SMILES: Cl[CH2:2][C:3]([CH3:17])([CH3:16])[C:4]([C:6]1[CH:11]=[CH:10][C:9]([O:12][CH3:13])=[C:8]([O:14][CH3:15])[CH:7]=1)=O.O.[NH2:19][NH2:20]>CCO>[CH3:15][O:14][C:8]1[CH:7]=[C:6]([C:4]2[C:3]([CH3:17])([CH3:16])[CH2:2][NH:20][N:19]=2)[CH:11]=[CH:10][C:9]=1[O:12][CH3:13] |f:1.2|. Procedure: A 100 mL round bottom flask equipped with a stir bar, Vigreux column and nitrogen inlet was charged with 3-chloro-1-(3,4-dimethoxy-phenyl)-2,2-dimethyl-propan-1-one (1.3 g, 5 mmol), EtOH (20 mL) and hydrazine monohydrate (0.3 mL, 6 mmol). The mixture was heated at 80° C. for 2 h. LC-MS and TLC analysis showed consumption of SM. The solvent was evaporated under reduced pressure and trace hydrazine and EtOH was removed under high vacuum for 30 min. The material was used as in the next step. Amount... Starting materials: Br (hydrobromic acid), C(C)(=O)O (acetic acid), N1C(=NC=C1)CC1=NNC(C1)=O (3-(1-imidazolylmethyl)-2-pyrazolin-5-one). The product is OC1=CC=C(C=C1)N1N=C(CC1=O)CC=1NC=CN1 (1-(4-hydroxyphenyl)-3-(1-imidazolylmethyl)-2-pyrazolin-5-one). Reaction SMILES: Br.[NH:2]1[CH:6]=[CH:5][N:4]=[C:3]1[CH2:7][C:8]1[CH2:12][C:11](=[O:13])[NH:10][N:9]=1.[C:14]([OH:17])(=O)[CH3:15]>>[OH:17][C:14]1[CH:15]=[CH:12][C:8]([N:10]2[C:11](=[O:13])[CH2:12][C:8]([CH2:7][C:3]3[NH:2][CH:6]=[CH:5][N:4]=3)=[N:9]2)=[CH:7][CH:3]=1. Procedure: To a mixture of 1 ml of 47% hydrobromic acid and 1 ml of acetic acid was added 100 mg of 3-(1-imidazolylmethyl)-2-pyrazolin-5-one and stirred under reflux for 4 hours. After removing the solvent by evaporating, the residue was adjusted in pH to 4 by adding water and an aqueous NaHCO3 solution and then extracted with a mixed solvent of chloroform and ethanol (4:1). The reactants are CC(=O)O, CNC(=O)C(CC(C)C)NC(=O)C(CC(C)C)CP(=O)(CN)OC, O=C1C=C(c2ccccc2)C(=O)O1. The product is CNC(=O)C(CC(C)C)NC(=O)C(CC(C)C)CP(=O)(CN1C(=O)C=C(c2ccccc2)C1=O)OC. As a reaction SMILES: [C:1]([OH:2])(=[O:3])[CH3:4].[CH3:5][O:6][P:7](=[O:8])([CH2:9][CH:10]([CH2:11][CH:12]([CH3:13])[CH3:14])[C:15]([NH:16][CH:17]([CH2:18][CH:19]([CH3:20])[CH3:21])[C:22]([NH:23][CH3:24])=[O:25])=[O:26])[CH2:27][NH2:28].[c:29]1([C:35]2=[CH:40][C:39](=[O:41])[O:38][C:36]2=[O:37])[cH:30][cH:31][cH:32][cH:33][cH:34]1>>[CH3:5][O:6][P:7](=[O:8])([CH2:9][CH:10]([CH2:11][CH:12]([CH3:13])[CH3:14])[C:15]([NH:16][CH:17]([CH2:18][CH:19]([CH3:20])[CH3:21])[C:22]([NH:23][CH3:24])=[O:25])=[O:26])[CH2:27][N:28]1[C:36](=[O:37])[C:35]([c:29]2[cH:30][cH:31][cH:32][cH:33][cH:34]2)=[CH:40][C:39]1=[O:38]. Reactants: C(C)OC(C=CC1=C(C=C(C=C1)C(C)(C)C)O)=O (3-(4-tert-Butyl-2-hydroxyphenyl)acrylic acid ethyl ester), [H-].[Na+] (NaH), Cl.ClCCN1CCCCC1 (1-(2-Chloroethyl)piperidine hydrochloride). Solvent: CN(C)C=O (DMF). Run at temperature 0 celsius, time 12 hour. Product: C(C)OC(C=CC1=C(C=C(C=C1)C(C)(C)C)OCCN1CCCCC1)=O (3-[4-tert-Butyl-2-(2-piperidine-1-yl-ethoxy)phenyl]acrylic acid ethyl ester). Isolated yield 16.4%. As a reaction SMILES: [CH2:1]([O:3][C:4](=[O:18])[CH:5]=[CH:6][C:7]1[CH:12]=[CH:11][C:10]([C:13]([CH3:16])([CH3:15])[CH3:14])=[CH:9][C:8]=1[OH:17])[CH3:2].[H-].[Na+].Cl.Cl[CH2:23][CH2:24][N:25]1[CH2:30][CH2:29][CH2:28][CH2:27][CH2:26]1>CN(C=O)C>[CH2:1]([O:3][C:4](=[O:18])[CH:5]=[CH:6][C:7]1[CH:12]=[CH:11][C:10]([C:13]([CH3:14])([CH3:16])[CH3:15])=[CH:9][C:8]=1[O:17][CH2:23][CH2:24][N:25]1[CH2:30][CH2:29][CH2:28][CH2:27][CH2:26]1)[CH3:2] |f:1.2,3.4|. Procedure: 3-(4-tert-Butyl-2-hydroxyphenyl)acrylic acid ethyl ester (59.0 mg, 0.238 mmol) and NaH (47.5 mg, 60% disp. oil, 5 eq) were added in anhydrous DMF. The reaction mixture was cooled down to 0° C. 1-(2-Chloroethyl)piperidine hydrochloride (87.6 mg 0.476 mmol, 2 eq) was added. The mixture was heated to 90° C. The reaction was stirred for 12 hr at 90° C. The reaction was quenched by adding H2O. The reaction mixture extracted with EtOAc and then washed with H2O and brine. The residue was purified with ... Starting materials: compound, CC(=O)Cl (CH3COCl), [Al+3].[Cl-].[Cl-].[Cl-] (AlCl3), Na, BrCCCC1=CC=CC=C1 (3-bromopropylbenzene), O(C(=O)C)C(=O)C ((CH3CO)2O), S(O)(O)(=O)=O (sulfuric acid), OO (hydrogen peroxide), ice water, Cl (hydrochloric acid). The solvent is C(=O)O (HCOOH), O (water), C(Cl)Cl (CH2Cl2), CO (CH3OH). Conditions: time 6 hour. Product: COCCCC1=CC=C(C=C1)O (p-(3-methoxypropyl)phenol). RXN SMILES: Br[CH2:2][CH2:3][CH2:4][C:5]1[CH:10]=[CH:9][CH:8]=[CH:7][CH:6]=1.[Al+3].[Cl-].[Cl-].[Cl-].C[C:16](Cl)=[O:17].Cl.[O:20](C(C)=O)C(C)=O.S(=O)(=O)(O)O.OO>CO.O.C(O)=O.C(Cl)Cl>[CH3:16][O:17][CH2:2][CH2:3][CH2:4][C:5]1[CH:10]=[CH:9][C:8]([OH:20])=[CH:7][CH:6]=1 |f:1.2.3.4|. Procedure: For example, a liquid crystalline compound of the above general formula in which p=3 can be obtained by esterification reaction of ##STR190## obtained in the same manner as above, with ##STR191## can be obtained, for example, in the following manner. In 600 ml of CH3OH was dissolved 20 g of Na, and 120 g of 3-bromopropylbenzene ##STR192## was added dropwise with heating under reflux. After 6 hours, the reaction solution was poured into ice water, and the separated oil layer was extracted with be...